Dataset: the Open Reaction Database (ORD), a public repository of structured organic reaction records. Task: describe an organic reaction: reactants, conditions, products, and yield Reactants: BrB(Br)Br, ClCCl, COc1ccc(Cn2cnc3ncc(-c4ccc(F)cc4)nc32)cc1. Product: Oc1ccc(Cn2cnc3ncc(-c4ccc(F)cc4)nc32)cc1. As a reaction SMILES: [B:26]([Br:27])([Br:28])[Br:29].[Cl:30][CH2:31][Cl:32].[F:1][c:2]1[cH:3][cH:4][c:5](-[c:8]2[cH:9][n:10][c:11]3[c:12]([n:13]2)[n:14]([CH2:17][c:18]2[cH:19][cH:20][c:21]([O:24][CH3:25])[cH:22][cH:23]2)[cH:15][n:16]3)[cH:6][cH:7]1>>[F:1][c:2]1[cH:3][cH:4][c:5](-[c:8]2[cH:9][n:10][c:11]3[c:12]([n:13]2)[n:14]([CH2:17][c:18]2[cH:19][cH:20][c:21]([OH:24])[cH:22][cH:23]2)[cH:15][n:16]3)[cH:6][cH:7]1. Starting materials: ClCCl, O=[N+]([O-])c1ccccc1-c1cn2c(CO)csc2n1, CN(C)C=O, O=S(Cl)Cl. Yields the product O=[N+]([O-])c1ccccc1-c1cn2c(CCl)csc2n1. Reaction SMILES: [Cl:29][CH2:30][Cl:31].[N+:1](=[O:2])([O-:3])[c:4]1[c:5](-[c:10]2[n:11][c:12]3[s:13][cH:14][c:15]([CH2:18][OH:19])[n:16]3[cH:17]2)[cH:6][cH:7][cH:8][cH:9]1.[O:24]=[CH:25][N:26]([CH3:27])[CH3:28].[S:20]([Cl:21])([Cl:22])=[O:23]>>[N+:1](=[O:2])([O-:3])[c:4]1[c:5](-[c:10]2[n:11][c:12]3[s:13][cH:14][c:15]([CH2:18][Cl:22])[n:16]3[cH:17]2)[cH:6][cH:7][cH:8][cH:9]1. Reactants: FC1=CC=C(C=C1)C(C1SCSCS1)(O)C1=CC=C(C=C1)F (2-{bis(4-fluorophenyl)hydroxymethyl}-1,3,5-trithiane), C1(=CC=C(C=C1)S(=O)(=O)O)C (p-toluenesulfonic acid). Run in C1=CC=CC=C1 (benzene). Product: FC1=CC=C(C(C2=CC=C(C=C2)F)=C2SCSCS2)C=C1 (2-(4,4'-difluorobenzhydrylidene)-1,3,5-trithiane). Isolated yield 89.5%. RXN SMILES: [F:1][C:2]1[CH:7]=[CH:6][C:5]([C:8]([C:16]2[CH:21]=[CH:20][C:19]([F:22])=[CH:18][CH:17]=2)(O)[CH:9]2[S:14][CH2:13][S:12][CH2:11][S:10]2)=[CH:4][CH:3]=1.C1(C)C=CC(S(O)(=O)=O)=CC=1>C1C=CC=CC=1>[F:22][C:19]1[CH:20]=[CH:21][C:16]([C:8](=[C:9]2[S:10][CH2:11][S:12][CH2:13][S:14]2)[C:5]2[CH:4]=[CH:3][C:2]([F:1])=[CH:7][CH:6]=2)=[CH:17][CH:18]=1. Procedure details: A mixture of 2.0 g of 2-{bis(4-fluorophenyl)hydroxymethyl}-1,3,5-trithiane, 0.2 g of p-toluenesulfonic acid and 50 ml of benzene was refluxed with heating for 15 minutes by means of a Dean-Stark reflux condenser. After being cooled, the mixture was extracted with ethyl acetate and the extract was washed with a saturated aqueous sodium hydrogencarbonate solution. The washed extract was dried over anhydrous magnesium sulfate and the solvent was removed by distillation under reduced pressure to obt... Starting materials: C1(=CC=CC=C1)NN (phenyl hydrazine), NN (hydrazine). Product: CC1=NN(C(=C1)N)C1=CC=CC=C1 (3-Methyl-1-phenyl-1H-pyrazol-5-amine). Isolated yield 37.0%. Reaction SMILES: [C:1]1([NH:7][NH2:8])[CH:6]=[CH:5][CH:4]=[CH:3][CH:2]=1.NN>>[CH3:4][C:3]1[CH:2]=[C:1]([NH2:7])[N:7]([C:1]2[CH:6]=[CH:5][CH:4]=[CH:3][CH:2]=2)[N:8]=1. Reported procedure: Synthesized using the procedure for 22 except phenyl hydrazine was used as the hydrazine. Recrystallization of crude from hot EtOH provided the title compound (1.28 g, 37%) as pink crystals. 1H NMR (400 MHz, CDCl3) δ 7.54 (s, 1H), 7.51 (s, 1H), 7.44 (t, J=7.5 Hz, 2H), 7.30 (t, J=7.4 Hz, 1H), 5.43 (s, 1H), 3.77 (s, 2H), 2.22 (s, 3H). 13C NMR (100 MHz, CDCl3) δ 149.37, 145.21, 138.65, 129.38, 126.99, 123.77, 90.68, 13.93. Starting materials: CC1=CC(=C(C=C1)N)C (m-xylidine), NC1=C(C(=CC=C1)C)C (xylidine), C=C1CC(=O)O1 (diketene), C=C1CC(=O)O1 (diketene). Yields the product CC1=CC(=C(C=C1)NC(=O)CC(=O)C)C (Acetoacet-m-xylidide). As a reaction SMILES: [CH3:1][C:2]1[CH:7]=[CH:6][C:5]([NH2:8])=[C:4]([CH3:9])[CH:3]=1.[CH2:10]=[C:11]1[O:15][C:13](=[O:14])[CH2:12]1.NC1C=CC=C(C)C=1C>>[CH3:1][C:2]1[CH:7]=[CH:6][C:5]([NH:8][C:13]([CH2:12][C:11]([CH3:10])=[O:15])=[O:14])=[C:4]([CH3:9])[CH:3]=1. Reported procedure: After the pressure drop (column 1: approx. 45 mbar, column 2: approx. 25 mbar) und the temperature profile (73-77° C.) had stabilized, m-xylidine (16.9 kg/h) was fed to the 2nd plate and diketene (total 12.0 kg/h) to plate Nos. 14, 15 and 16 of the first column. The diketene feed was started only after the xylidine-containing reflux had reached plate No. 14. Reactants: C([O-])(O)=O.[Na+] (sodium bicarbonate), C1(CCCC1)ON=C(C(=O)NC1[C@@H]2N(C(=C(CS2)CSC2=NN=NN2C)C(=O)O)C1=O)C=1N=C(SC1)NC(C(F)(F)F)=O (7-[2-Cyclopentyloxyimino-2-{2-(2,2,2-trifluoroacetamido)thiazol-4-yl}acetamido]-3-(1-methyl-1H-tetrazol-5-yl)thiomethyl-3-cephem-4-carboxylic acid), O.O.O.C(C)(=O)[O-].[Na+] (sodium acetate trihydrate), O1CCCC1 (tetrahydrofuran). The solvent is O (water), C(C)(=O)OCC (ethyl acetate), O (water). Conditions: time 16 hour. Yields the product C1(CCCC1)ON=C(C(=O)NC1[C@@H]2N(C(=C(CS2)CSC2=NN=NN2C)C(=O)O)C1=O)C=1N=C(SC1)N (7-[2-cyclopentyloxyimino-2-(2-aminothiazol-4-yl)acetamido]-3-(1-methyl-1H-tetrazol-5yl)thiomethyl-3-cephem-4-carboxylic acid). The yield is 68.1%. Reaction SMILES: [CH:1]1([O:6][N:7]=[C:8]([C:32]2[N:33]=[C:34]([NH:37]C(=O)C(F)(F)F)[S:35][CH:36]=2)[C:9]([NH:11][CH:12]2[C:30](=[O:31])[N:14]3[C:15]([C:27]([OH:29])=[O:28])=[C:16]([CH2:19][S:20][C:21]4[N:25]([CH3:26])[N:24]=[N:23][N:22]=4)[CH2:17][S:18][C@H:13]23)=[O:10])[CH2:5][CH2:4][CH2:3][CH2:2]1.O.O.O.C([O-])(=O)C.[Na+].O1CCCC1.C(=O)(O)[O-].[Na+]>O.C(OCC)(=O)C>[CH:1]1([O:6][N:7]=[C:8]([C:32]2[N:33]=[C:34]([NH2:37])[S:35][CH:36]=2)[C:9]([NH:11][CH:12]2[C:30](=[O:31])[N:14]3[C:15]([C:27]([OH:29])=[O:28])=[C:16]([CH2:19][S:20][C:21]4[N:25]([CH3:26])[N:24]=[N:23][N:22]=4)[CH2:17][S:18][C@H:13]23)=[O:10])[CH2:5][CH2:4][CH2:3][CH2:2]1 |f:1.2.3.4.5,7.8|. Procedure: 7-[2-Cyclopentyloxyimino-2-{2-(2,2,2-trifluoroacetamido)thiazol-4-yl}acetamido]-3-(1-methyl-1H-tetrazol-5-yl)thiomethyl-3-cephem-4-carboxylic acid (syn isomer) (2.8 g) was added to a solution of sodium acetate trihydrate (5.8 g) in water (25 ml), and tetrahydrofuran (8.0 ml) was added thereto to give clear solution. The solution was stirred for 16 hours at ambient temperature. To the reaction mixture were added water and ethyl acetate and the mixture was adjusted to pH 6.2 with a saturated aqueo... The reactants are CC(COC1=CC=CC=C1)OC1=C(C=CC2=CC=CC=C12)C(=O)O ((1-methyl-2-phenoxy-ethoxy)-naphthalene-2-carboxylic acid), C(C)(C)N(C(C)C)CC (N,N-diisopropylethylamine), atmosphere, ON1N=NC2=C1C=CC=C2 (1-hydroxybenzotriazole), Cl.C(C)N=C=NCCCN(C)C (1-ethyl-3-(3-dimethylaminopropyl)carbodiimide hydrochloride), C(C)(C)N(C(C)C)CC (N,N-diisopropylethylamine), Cl.COC(C(C)(C)N)=O (2-aminoisobutyric acid methyl ester hydrochloride). Run in CN(C)C=O (DMF). Reaction conditions: time 30 minute. Product: COC(C(C)(NC(=O)C1=C(C2=CC=CC=C2C=C1)OC(COC1=CC=CC=C1)C)C)=O (2-methyl-2-{[1-(1-methyl-2-phenoxy-ethoxy)-naphthalene-2-carbonyl]-amino}-propionic acid methyl ester). RXN SMILES: [CH3:1][CH:2]([O:11][C:12]1[C:21]2[C:16](=[CH:17][CH:18]=[CH:19][CH:20]=2)[CH:15]=[CH:14][C:13]=1[C:22](O)=[O:23])[CH2:3][O:4][C:5]1[CH:10]=[CH:9][CH:8]=[CH:7][CH:6]=1.ON1C2C=CC=CC=2N=N1.Cl.C(N=C=NCCCN(C)C)C.C(N(CC)C(C)C)(C)C.Cl.[CH3:57][O:58][C:59](=[O:64])[C:60]([NH2:63])([CH3:62])[CH3:61]>CN(C=O)C>[CH3:57][O:58][C:59](=[O:64])[C:60]([CH3:62])([NH:63][C:22]([C:13]1[CH:14]=[CH:15][C:16]2[C:21](=[CH:20][CH:19]=[CH:18][CH:17]=2)[C:12]=1[O:11][CH:2]([CH3:1])[CH2:3][O:4][C:5]1[CH:10]=[CH:9][CH:8]=[CH:7][CH:6]=1)=[O:23])[CH3:61] |f:2.3,5.6|. Procedure: To a solution of 100 mg—(1-methyl-2-phenoxy-ethoxy)-naphthalene-2-carboxylic acid in 1.5 ml abs. DMF under inert atmosphere 45 mg 1-hydroxybenzotriazole, 83 mg 1-ethyl-3-(3-dimethylaminopropyl)carbodiimide hydrochloride and 70 μl of N,N-diisopropylethylamine were added at 0° C. After 30 minutes at 0° C. 36 mg of 2-aminoisobutyric acid methyl ester hydrochloride, followed by 70 μl of N,N-diisopropylethylamine were added. After 16 h at room temperature the reaction mixture was concentrated, the re... Reactants: O (water), C(C=C)N1C(NC=2C3=C(CC4(CCCCC4)C2C1=O)C=CC=C3)=S (3-allyl-2-thioxo-2,3-dihydro-1H-spiro[benzo[h]quinazoline-5,1′-cyclohexan]-4(6H)-one), COC1=CC=C(CBr)C=C1 (paramethoxybenzyl bromide), [OH-].[K+] (potassium hydroxide). Run in C(C)O (Ethanol). Product: C(C=C)N1C(=NC=2C3=C(CC4(CCCCC4)C2C1=O)C=CC=C3)SCC3=CC=C(C=C3)OC (3-allyl-2-(4-methoxybenzylthio)-3H-spiro[benzo[h]quinazoline-5,1′-cyclohexan]-4(6H)-one). Reaction SMILES: [CH2:1]([N:4]1[C:18](=[O:19])[C:17]2[C:11]3([CH2:16][CH2:15][CH2:14][CH2:13][CH2:12]3)[CH2:10][C:9]3[CH:20]=[CH:21][CH:22]=[CH:23][C:8]=3[C:7]=2[NH:6][C:5]1=[S:24])[CH:2]=[CH2:3].[CH3:25][O:26][C:27]1[CH:34]=[CH:33][C:30]([CH2:31]Br)=[CH:29][CH:28]=1.[OH-].[K+].O>C(O)C>[CH2:1]([N:4]1[C:18](=[O:19])[C:17]2[C:11]3([CH2:12][CH2:13][CH2:14][CH2:15][CH2:16]3)[CH2:10][C:9]3[CH:20]=[CH:21][CH:22]=[CH:23][C:8]=3[C:7]=2[N:6]=[C:5]1[S:24][CH2:31][C:30]1[CH:33]=[CH:34][C:27]([O:26][CH3:25])=[CH:28][CH:29]=1)[CH:2]=[CH2:3] |f:2.3|. Procedure: A mixture of 3-allyl-2-thioxo-2,3-dihydro-1H-spiro[benzo[h]quinazoline-5,1′-cyclohexan]-4(6H)-one (5, 0.100 g, 0.295 mmol), paramethoxybenzyl bromide (0.047 ml, 0.325 mmol), potassium hydroxide (0.025 g, 0.443 mmol) in Ethanol (1.738 ml) was refluxed overnight. 1 ml of water was added to the cooled reaction and the mixture was extracted with EtOAc 2×. The combined organics were washed with brine, dried over sodium sulfate, filtered, and concentrated. 1H NMR (500 MHz, CDCl3) δ ppm 8.17, 7.39-7.24...